From a dataset of the Open Reaction Database (ORD), a public repository of structured organic reaction records. describe an organic reaction: reactants, conditions, products, and yield Reactants: CC1=CC(C)C(C=O)(C2C3CCC(C3)C2(C)C)CC1, COCCO[AlH2-]OCCOC, Cc1ccccc1, [Na+]. The product is CC1=CC(C)C(CO)(C2C3CCC(C3)C2(C)C)CC1. RXN SMILES: [CH3:13][C:14]1([CH3:31])[CH:15]([C:21]2([CH:29]=[O:30])[CH:22]([CH3:28])[CH:23]=[C:24]([CH3:27])[CH2:25][CH2:26]2)[CH:16]2[CH2:17][CH2:18][CH:19]1[CH2:20]2.[CH3:2][O:3][CH2:4][CH2:5][O:6][AlH2-:7][O:8][CH2:9][CH2:10][O:11][CH3:12].[CH3:32][c:33]1[cH:34][cH:35][cH:36][cH:37][cH:38]1.[Na+:1]>>[CH3:13][C:14]1([CH3:31])[CH:15]([C:21]2([CH2:29][OH:30])[CH:22]([CH3:28])[CH:23]=[C:24]([CH3:27])[CH2:25][CH2:26]2)[CH:16]2[CH2:17][CH2:18][CH:19]1[CH2:20]2. The reactants are C(CCC)[Li] (n-butyllithium), C(C)(C)(C)OC(N([C@@H]1C[C@H](N(CC1)C(C1=CC(=CC(=C1)C(F)(F)F)C(F)(F)F)=O)CC1=CC=C(C=C1)[N+](=O)[O-])C(C)=O)=O ((2R*,4S*)-N-acetyl-N-[1-(3,5-bis-trifluoromethyl-benzoyl)-2-(4-nitro-benzyl)-piperidin-4-yl]-carbamic acid tert-butyl ester), C(C)(=O)O (acetic acid). The solvent is CCCCCC (hexane), CO (methanol). Run at time 1 hour. Product: FC(C=1C=C(C(=O)N2[C@@H](C[C@H](CC2)N)CC2=CC=C(C=C2)[N+](=O)[O-])C=C(C1)C(F)(F)F)(F)F ((2R*,4S*)-1-(3,5-Bis-trifluoromethyl-benzoyl)-2-(4-nitro-benzyl)-piperidine-4-amine). RXN SMILES: C(OC(=O)[N:7](C(=O)C)[C@H:8]1[CH2:13][CH2:12][N:11]([C:14](=[O:29])[C:15]2[CH:20]=[C:19]([C:21]([F:24])([F:23])[F:22])[CH:18]=[C:17]([C:25]([F:28])([F:27])[F:26])[CH:16]=2)[C@H:10]([CH2:30][C:31]2[CH:36]=[CH:35][C:34]([N+:37]([O-:39])=[O:38])=[CH:33][CH:32]=2)[CH2:9]1)(C)(C)C.C([Li])CCC.C(O)(=O)C>CO.CCCCCC>[F:24][C:21]([F:22])([F:23])[C:19]1[CH:20]=[C:15]([CH:16]=[C:17]([C:25]([F:28])([F:27])[F:26])[CH:18]=1)[C:14]([N:11]1[CH2:12][CH2:13][C@H:8]([NH2:7])[CH2:9][C@H:10]1[CH2:30][C:31]1[CH:36]=[CH:35][C:34]([N+:37]([O-:39])=[O:38])=[CH:33][CH:32]=1)=[O:29]. Procedure: A solution of 200 mg (0.32 mmol) of (2R*,4S*)-N-acetyl-N-[1-(3,5-bis-trifluoromethyl-benzoyl)-2-(4-nitro-benzyl)-piperidin-4-yl]-carbamic acid tert-butyl ester is added in 5 ml of methanol to a solution, stirred under an inert gas, of 0.04 ml (0.06 mmol) of n-butyllithium in hexane (1.6 M). After 1 hour, 5 mg (0.08 mmol) of acetic acid are added and the mixture is concentrated to dryness by evaporation. The residue is taken up in 2 ml of methylene chloride and 1.2 ml of trifluoroacetic acid and ... The product is COc1cc(COC2CN(C(=O)OC(C)(C)C)CC(OCC3COC(C)(C)O3)C2c2ccc(OCCCOc3ccccc3[N+](=O)[O-])cc2)cc2ccccc12. RXN SMILES: [C:1]([CH3:2])([CH3:3])([CH3:4])[O:5][C:6](=[O:7])[N:8]1[CH2:9][CH:10]([O:35][CH2:36][CH:37]2[O:38][C:39]([CH3:42])([CH3:43])[O:40][CH2:41]2)[CH:11]([c:15]2[cH:16][cH:17][c:18]([O:21][CH2:22][CH2:23][CH2:24][O:25][c:26]3[c:27]([N+:32](=[O:33])[O-:34])[cH:28][cH:29][cH:30][cH:31]3)[cH:19][cH:20]2)[CH:12]([OH:14])[CH2:13]1.[Cl:44][CH2:45][c:46]1[cH:47][c:48]([O:56][CH3:57])[c:49]2[cH:50][cH:51][cH:52][cH:53][c:54]2[cH:55]1>>[C:1]([CH3:2])([CH3:3])([CH3:4])[O:5][C:6](=[O:7])[N:8]1[CH2:9][CH:10]([O:35][CH2:36][CH:37]2[O:38][C:39]([CH3:42])([CH3:43])[O:40][CH2:41]2)[CH:11]([c:15]2[cH:16][cH:17][c:18]([O:21][CH2:22][CH2:23][CH2:24][O:25][c:26]3[c:27]([N+:32](=[O:33])[O-:34])[cH:28][cH:29][cH:30][cH:31]3)[cH:19][cH:20]2)[CH:12]([O:14][CH2:45][c:46]2[cH:47][c:48]([O:56][CH3:57])[c:49]3[cH:50][cH:51][cH:52][cH:53][c:54]3[cH:55]2)[CH2:13]1. Starting materials: CC(C)(C)OC(=O)N1CC(O)C(c2ccc(OCCCOc3ccccc3[N+](=O)[O-])cc2)C(OCC2COC(C)(C)O2)C1, COc1cc(CCl)cc2ccccc12. Reactants: C(C1=CC=CC=C1)N(CC1=CC=CC=C1)[C@H]([C@@H](C(=O)O)O)CC1=CC=CC=C1 ((2S,3S)-3-(N,N-dibenzylamino)-2-hydroxy-4-phenylbutyric acid), C(C)(C)(C)OC(=O)N(C([C@H]1NC[C@H](C1)Cl)=O)C(C)(C)C ((4S)-N-t-butoxycarbonyl-4-chloro-N-t-butyl-L-prolinamide), solution, Cl (hydrogen chloride), P(=O)(OCC)(OCC)C#N (diethyl cyanophosphate). The reagents and catalysts are C(C)N(CC)CC (triethylamine). The solvent is CN(C=O)C (dimethylformamide), O1CCOCC1 (dioxane). Run at time 1 day. Yields the product C(C1=CC=CC=C1)N(CC1=CC=CC=C1)[C@H]([C@@H](C(=O)N1[C@H](C(=O)NC(C)(C)C)C[C@@H](C1)Cl)O)CC1=CC=CC=C1 ((4S)-1-[(2S,3S)-3-(N,N-Dibenzylamino)-2-hydroxy-4-phenylbutyryl]-4-chloro-N-t-butyl-L-prolinamide). Isolated yield 88.9%. Reaction SMILES: C(OC([N:8]([C:17]([CH3:20])([CH3:19])[CH3:18])[C:9](=[O:16])[C@@H:10]1[CH2:14][C@H:13]([Cl:15])[CH2:12][NH:11]1)=O)(C)(C)C.Cl.[CH2:22]([N:29]([C@@H:37]([CH2:43][C:44]1[CH:49]=[CH:48][CH:47]=[CH:46][CH:45]=1)[C@H:38]([OH:42])[C:39](O)=[O:40])[CH2:30][C:31]1[CH:36]=[CH:35][CH:34]=[CH:33][CH:32]=1)[C:23]1[CH:28]=[CH:27][CH:26]=[CH:25][CH:24]=1.P(C#N)(OCC)(OCC)=O>O1CCOCC1.CN(C)C=O.C(N(CC)CC)C>[CH2:22]([N:29]([C@@H:37]([CH2:43][C:44]1[CH:45]=[CH:46][CH:47]=[CH:48][CH:49]=1)[C@H:38]([OH:42])[C:39]([N:11]1[CH2:12][C@@H:13]([Cl:15])[CH2:14][C@H:10]1[C:9]([NH:8][C:17]([CH3:18])([CH3:19])[CH3:20])=[O:16])=[O:40])[CH2:30][C:31]1[CH:36]=[CH:35][CH:34]=[CH:33][CH:32]=1)[C:23]1[CH:24]=[CH:25][CH:26]=[CH:27][CH:28]=1. Reported procedure: 12.2 g (0.04 mol) of (4S)-N-t-butoxycarbonyl-4-chloro-N-t-butyl-L-prolinamide were treated with 50 ml of a 4N solution of hydrogen chloride in dioxane, in order to remove the t-butoxycarbonyl group. The product thus obtained and 15.0 g (0.04 mol) of (2S,3S)-3-(N,N-dibenzylamino)-2-hydroxy-4-phenylbutyric acid were dissolved in 50 ml of dimethylformamide, and the solution was cooled with ice. 8.48 ml (52.0 mmol) of diethyl cyanophosphate, and then 11.2 ml (0.08 mmol) of triethylamine, were then a... RXN SMILES: [Br:1][c:2]1[cH:3][cH:4][c:5]([CH3:16])[c:6]([O:7][CH:8]2[CH2:9][CH2:10][N:11]([CH3:14])[CH2:12][CH2:13]2)[cH:15]1.[C:17]([c:18]1[cH:19][cH:20][cH:21][cH:22][cH:23]1)([c:24]1[cH:25][cH:26][cH:27][cH:28][cH:29]1)=[NH:30].[CH2:84]1[O:85][CH2:86][CH2:87][CH2:88]1.[CH3:77][c:78]1[cH:79][cH:80][cH:81][cH:82][cH:83]1.[ClH:89].[O:110]=[C:111]([CH:112]=[CH:113][c:114]1[cH:115][cH:116][cH:117][cH:118][cH:119]1)[CH:120]=[CH:121][c:122]1[cH:123][cH:124][cH:125][cH:126][cH:127]1.[O:128]=[C:129]([CH:130]=[CH:131][c:132]1[cH:133][cH:134][cH:135][cH:136][cH:137]1)[CH:138]=[CH:139][c:140]1[cH:141][cH:142][cH:143][cH:144][cH:145]1.[O:92]=[C:93]([CH:94]=[CH:95][c:96]1[cH:97][cH:98][cH:99][cH:100][cH:101]1)[CH:102]=[CH:103][c:104]1[cH:105][cH:106][cH:107][cH:108][cH:109]1.[Pd:90].[Pd:91].[cH:31]1[cH:32][cH:33][c:34]([P:35]([c:36]2[cH:37][cH:38][c:39]3[c:40]([cH:41][cH:42][cH:43][cH:44]3)[c:45]2-[c:46]2[c:47]3[c:48]([cH:49][cH:50][cH:51][cH:52]3)[cH:53][cH:54][c:55]2[P:56]([c:57]2[cH:58][cH:59][cH:60][cH:61][cH:62]2)[c:63]2[cH:64][cH:65][cH:66][cH:67][cH:68]2)[c:69]2[cH:70][cH:71][cH:72][cH:73][cH:74]2)[cH:75][cH:76]1>>[c:2]1([NH2:30])[cH:3][cH:4][c:5]([CH3:16])[c:6]([O:7][CH:8]2[CH2:9][CH2:10][N:11]([CH3:14])[CH2:12][CH2:13]2)[cH:15]1. Starting materials: Cc1ccc(Br)cc1OC1CCN(C)CC1, N=C(c1ccccc1)c1ccccc1, C1CCOC1, Cc1ccccc1, Cl, O=C(C=Cc1ccccc1)C=Cc1ccccc1, O=C(C=Cc1ccccc1)C=Cc1ccccc1, O=C(C=Cc1ccccc1)C=Cc1ccccc1, [Pd], [Pd], c1ccc(P(c2ccccc2)c2ccc3ccccc3c2-c2c(P(c3ccccc3)c3ccccc3)ccc3ccccc23)cc1. Yields the product Cc1ccc(N)cc1OC1CCN(C)CC1. The reactants are [Si](C)(C)(C)I (TMSI), C(C)(C)(C)OC(NCCC(NC=1C=NC=CC1)=O)=O ([2-(pyridin-3-ylcarbamoyl)-ethyl]-carbamic acid tert-butyl ester), CO (MeOH). The solvent is CC#N (MeCN). Run at time 30 minute. Product: I.NCCC(=O)NC=1C=NC=CC1 (3-Amino-N-pyridin-3-yl-propionamide hydroiodide). As a reaction SMILES: C(OC(=O)[NH:7][CH2:8][CH2:9][C:10](=[O:18])[NH:11][C:12]1[CH:13]=[N:14][CH:15]=[CH:16][CH:17]=1)(C)(C)C.[Si]([I:24])(C)(C)C.CO>CC#N>[IH:24].[NH2:7][CH2:8][CH2:9][C:10]([NH:11][C:12]1[CH:13]=[N:14][CH:15]=[CH:16][CH:17]=1)=[O:18] |f:4.5|. Procedure: To a stirred suspension of [2-(pyridin-3-ylcarbamoyl)-ethyl]-carbamic acid tert-butyl ester (0.075 g, 0.28 mmol) in MeCN (3 ml) is added dropwise TMSI (0.05 ml, 0.34 mmol). After 30 minutes, MeOH (1 ml) is added and stirring continued for a further 20 minutes. The solvent is removed in vacuo and the crude residue is triturated with MeOH/EtOAc to afford the title compound as a cream crystalline solid. The reactants are ClCCl (dichloromethane), C(C)OC(=O)[C@H]1CN(CCC1)CCCOCC=C1C2=C(CCC3=C1C=CC=C3)C=CC=C2 ((R)-N-(3-(2-(10,11-dihydro-5H-dibenzo[a,d]cyclohepten-5-ylidene)ethoxy)-1-propyl)-3-piperidinecarboxylic acid ethyl ester), Cl (hydrochloric acid), [OH-].[Na+] (sodium hydroxide). Solvent: C(C)O (ethanol). Reaction conditions: time 5 hour. The product is Cl.C1=CC=CC=2C(C3=C(CCC21)C=CC=C3)=CCOCCCN3C[C@@H](CCC3)C(=O)O ((R)-N-(3-(2-(10,11-Dihydro-5H-dibenzo[a,d]cyclohepten-5-ylidene)ethoxy)-1-propyl)-3-piperidinecarboxylic acid hydrochloride). Reaction SMILES: C([O:3][C:4]([C@@H:6]1[CH2:11][CH2:10][CH2:9][N:8]([CH2:12][CH2:13][CH2:14][O:15][CH2:16][CH:17]=[C:18]2[C:24]3[CH:25]=[CH:26][CH:27]=[CH:28][C:23]=3[CH2:22][CH2:21][C:20]3[CH:29]=[CH:30][CH:31]=[CH:32][C:19]2=3)[CH2:7]1)=[O:5])C.[OH-].[Na+].Cl.[Cl:36]CCl>C(O)C>[ClH:36].[CH:29]1[C:20]2[CH2:21][CH2:22][C:23]3[CH:28]=[CH:27][CH:26]=[CH:25][C:24]=3[C:18](=[CH:17][CH2:16][O:15][CH2:14][CH2:13][CH2:12][N:8]3[CH2:9][CH2:10][CH2:11][C@@H:6]([C:4]([OH:5])=[O:3])[CH2:7]3)[C:19]=2[CH:32]=[CH:31][CH:30]=1 |f:1.2,6.7|. Reported procedure: The above ester (2.5 g, 5.8 mmol) was dissolved in ethanol (15 ml) and a 4 N sodium hydroxide solution (4.3 ml) was added. The mixture was stirred vigorously at room temperature for 5 h. A 4 N hydrochloric acid solution was added until pH 1 followed by dichloromethane (400 ml). The mixture was stirred vigorously for a few minutes and the phases were separated. The organic phase was dried over sodium sulphate and the solvent was evaporated in vacuo. The residue was evaporated twice with acetone, ... The reactants are [N+](=O)([O-])C1=CC=C(C=C1)C(=CC(=O)OCC)C (ethyl 3-(4-nitrophenyl)-2-butenoate), O (water), C(C)O (ethanol), [OH-].[K+] (potassium hydroxide). Run in C(C)(=O)OCC (ethyl acetate). Reported procedure: A mixture of 16.6 g. of ethyl 3-(4-nitrophenyl)-2-butenoate, 75 ml. of ethanol and 94.7 ml. of 1.5 N potassium hydroxide was heated on a steam bath for 70 minutes, and then it was cooled to room temperature. To the reaction mixture was added 200 ml. of water and 200 ml. of ethyl acetate. The aqueous phase was removed and acidified with concentrated hydrochloric acid, and then the solid was recovered by filtration. This latter solid was recrystallized from aqueous ethanol to give 9.8 g. (67% yiel... Reaction SMILES: [N+:1]([C:4]1[CH:9]=[CH:8][C:7]([C:10]([CH3:17])=[CH:11][C:12]([O:14]CC)=[O:13])=[CH:6][CH:5]=1)([O-:3])=[O:2].C(O)C.[OH-].[K+].O>C(OCC)(=O)C>[N+:1]([C:4]1[CH:5]=[CH:6][C:7]([C:10]([CH3:17])=[CH:11][C:12]([OH:14])=[O:13])=[CH:8][CH:9]=1)([O-:3])=[O:2] |f:2.3|. Yield: 67.0%. The product is [N+](=O)([O-])C1=CC=C(C=C1)C(=CC(=O)O)C (3-(4-Nitrophenyl)-2-butenoic Acid). The reactants are OC12CC1CN(Cc1ccccc1)C2c1ccccc1, CO, Cl. The product is OC12CC1CNC2c1ccccc1. As a reaction SMILES: [CH2:2]([c:3]1[cH:4][cH:5][cH:6][cH:7][cH:8]1)[N:9]1[CH:10]([c:16]2[cH:17][cH:18][cH:19][cH:20][cH:21]2)[C:11]2([OH:15])[CH2:12][CH:13]2[CH2:14]1.[CH3:22][OH:23].[ClH:1]>>[NH:9]1[CH:10]([c:16]2[cH:17][cH:18][cH:19][cH:20][cH:21]2)[C:11]2([OH:15])[CH2:12][CH:13]2[CH2:14]1.